This data is from the Open Reaction Database (ORD), a public repository of structured organic reaction records. The task is: describe an organic reaction: reactants, conditions, products, and yield The reactants are CN(C)CC=CC(=O)O, Fc1ccc(Nc2ncnc3sc4c(c23)CCNCC4)cc1Cl, Cl. The product is CN(C)CC=CC(=O)N1CCc2sc3ncnc(Nc4ccc(F)c(Cl)c4)c3c2CC1. Reaction SMILES: [CH3:25][N:26]([CH2:27][CH:28]=[CH:29][C:30](=[O:31])[OH:32])[CH3:33].[Cl:1][c:2]1[cH:3][c:4]([NH:9][c:10]2[n:11][cH:12][n:13][c:14]3[c:15]2[c:16]2[c:17]([s:23]3)[CH2:18][CH2:19][NH:20][CH2:21][CH2:22]2)[cH:5][cH:6][c:7]1[F:8].[ClH:24]>>[Cl:1][c:2]1[cH:3][c:4]([NH:9][c:10]2[n:11][cH:12][n:13][c:14]3[c:15]2[c:16]2[c:17]([s:23]3)[CH2:18][CH2:19][N:20]([C:30]([CH:29]=[CH:28][CH2:27][N:26]([CH3:25])[CH3:33])=[O:31])[CH2:21][CH2:22]2)[cH:5][cH:6][c:7]1[F:8]. The reactants are O.C(C1=CC=CC=C1)OC1=C(C=CC=C1)C(=O)C=O (2-benzyloxyphenylglyoxal hydrate), CC(CC1=CC(=C(C=C1)OC)OC)N (α-methyl-3,4-dimethoxyphenethylamine). Run in CS(=O)C (dimethylsulfoxide), CS(=O)C (dimethylsulfoxide). Run at time 30 minute. Yields the product CC(CC1=CC(=C(C=C1)OC)OC)N=C(C(=O)C1=CC=CC=C1)OCC1=CC=CC=C1 (α-(α-methyl-3,4-dimethoxyphenethylimino)-2-benzyloxyacetophenone). Reaction SMILES: [OH2:1].[CH2:2]([O:9][C:10]1[CH:15]=[CH:14][CH:13]=[CH:12][C:11]=1[C:16]([CH:18]=O)=O)[C:3]1[CH:8]=[CH:7][CH:6]=[CH:5][CH:4]=1.[CH3:20][CH:21]([NH2:33])[CH2:22][C:23]1[CH:28]=[CH:27][C:26]([O:29][CH3:30])=[C:25]([O:31][CH3:32])[CH:24]=1>CS(C)=O>[CH3:20][CH:21]([N:33]=[C:10]([O:9][CH2:2][C:3]1[CH:4]=[CH:5][CH:6]=[CH:7][CH:8]=1)[C:15]([C:14]1[CH:13]=[CH:12][CH:11]=[CH:16][CH:18]=1)=[O:1])[CH2:22][C:23]1[CH:28]=[CH:27][C:26]([O:29][CH3:30])=[C:25]([O:31][CH3:32])[CH:24]=1 |f:0.1|. Reported procedure: 2.3 g of 2-benzyloxyphenylglyoxal hydrate (crude oil) are dissolved in 6 ml of dimethylsulfoxide, and 2 g of α-methyl-3,4-dimethoxyphenethylamine are added thereto. The mixture is stirred at room temperature for 30 minutes, whereby a solution of α-(α-methyl-3,4-dimethoxyphenethylimino)-2-benzyloxyacetophenone in dimethylsulfoxide is obtained. Starting materials: C(=CC1=CC=CC=C1)C=1C(=CC=C2CCNCC12)NC(C1=CC(=C(C=C1)OC)C(F)(F)F)=O (N-(8-styryl-1,2,3,4-tetrahydroisoquinolin-7-yl)-4-methoxy-3-trifluoromethylbenzamide), CO (methanol), hydrochloride salt, Cl (HCl). The product is Cl.C(=CC1=CC=CC=C1)C=1C(=CC=C2CCN(CC12)C)NC(C1=CC(=C(C=C1)OC)C(F)(F)F)=O (N-(8-Styryl-2-methyl-1,2,3,4-tetrahydroisoquinolin-7-yl)-4-methoxy-3-trifluoromethylbenzamide hydrochloride). RXN SMILES: [CH:1]([C:9]1[C:10]([NH:19][C:20](=[O:33])[C:21]2[CH:26]=[CH:25][C:24]([O:27][CH3:28])=[C:23]([C:29]([F:32])([F:31])[F:30])[CH:22]=2)=[CH:11][CH:12]=[C:13]2[C:18]=1[CH2:17][NH:16][CH2:15][CH2:14]2)=[CH:2][C:3]1[CH:8]=[CH:7][CH:6]=[CH:5][CH:4]=1.[ClH:34].[CH3:35]O>>[ClH:34].[CH:1]([C:9]1[C:10]([NH:19][C:20](=[O:33])[C:21]2[CH:26]=[CH:25][C:24]([O:27][CH3:28])=[C:23]([C:29]([F:31])([F:30])[F:32])[CH:22]=2)=[CH:11][CH:12]=[C:13]2[C:18]=1[CH2:17][N:16]([CH3:35])[CH2:15][CH2:14]2)=[CH:2][C:3]1[CH:8]=[CH:7][CH:6]=[CH:5][CH:4]=1 |f:3.4|. Procedure: The title compound (0.033 g) was prepared from N-(8-styryl-1,2,3,4-tetrahydroisoquinolin-7-yl)-4-methoxy-3-trifluoromethylbenzamide (0.068 g) according to the method of Example 3. The free base was converted into the hydrochloride salt by treatment of a methanol solution with excess ethereal HCl. Reactants: C1CCOC1, [Li]C(C)CC, COCOc1ccc(-c2ccc3c(I)n[nH]c3c2)cc1OC, [Li]c1ccccc1, CN(C)C=O. The product is COCOc1ccc(-c2ccc3c(C=O)n[nH]c3c2)cc1OC. Reaction SMILES: [CH2:40]1[O:41][CH2:42][CH2:43][CH2:44]1.[CH:30]([Li:31])([CH2:32][CH3:33])[CH3:34].[I:1][c:2]1[n:3][nH:4][c:5]2[cH:6][c:7](-[c:11]3[cH:12][c:13]([O:21][CH3:22])[c:14]([O:17][CH2:18][O:19][CH3:20])[cH:15][cH:16]3)[cH:8][cH:9][c:10]12.[Li:23][c:24]1[cH:25][cH:26][cH:27][cH:28][cH:29]1.[O:35]=[CH:36][N:37]([CH3:38])[CH3:39]>>[c:2]1([CH:36]=[O:35])[n:3][nH:4][c:5]2[cH:6][c:7](-[c:11]3[cH:12][c:13]([O:21][CH3:22])[c:14]([O:17][CH2:18][O:19][CH3:20])[cH:15][cH:16]3)[cH:8][cH:9][c:10]12. Reactants: CC=1N=C(SC1C)N (4,5-dimethylthiazol-2-amine), C(C#C)Br (propargyl bromide), crude material. Solvent: C1(=CC=CC=C1)C (toluene), C(C)OCC (diethyl ether). Reaction conditions: temperature 85 celsius. Yields the product Br.CC=1N(C(SC1C)=N)CC#C (4,5-dimethyl-3-(prop-2-ynyl)thiazol-2(3H)-imine hydrobromide). Isolated yield 72.6%. RXN SMILES: [CH3:1][C:2]1[N:3]=[C:4]([NH2:8])[S:5][C:6]=1[CH3:7].[CH2:9]([Br:12])[C:10]#[CH:11]>C1(C)C=CC=CC=1.C(OCC)C>[BrH:12].[CH3:1][C:2]1[N:3]([CH2:11][C:10]#[CH:9])[C:4](=[NH:8])[S:5][C:6]=1[CH3:7] |f:4.5|. Procedure: To a solution of 4,5-dimethylthiazol-2-amine (2.5 g, 19.5 mmol) in 10 mL toluene was added propargyl bromide (2.78 g, 23.4 mmol). The reaction was heated at 85° C. for 12 h then cooled. The crude material was diluted with diethyl ether and the solid was collected via filtration to give 3.5 g of the title compound which was used without further purification. m/z 167.1 (M+H)+. Reactants: C1=CC=CC=2CN(CC3=C(C21)C=CC=C3)C(OCC)=N (ethyl 5,7-dihydro-6H-dibenz[c,e]azepine-6-carboximidate), COC=1C=C(C(=O)Cl)C=CC1OC (3,4-dimethoxybenzoyl chloride). Yields the product COC=1C=C(C(=O)N=C(OCC)N2CC3=C(C4=C(C2)C=CC=C4)C=CC=C3)C=CC1OC (ethyl N-(3,4-dimethoxybenzoyl)-5,7-dihydro-6H-dibenz[c,e]azepine-6-carboximidate). RXN SMILES: [CH:1]1[C:11]2[C:10]3[CH:12]=[CH:13][CH:14]=[CH:15][C:9]=3[CH2:8][N:7]([C:16](=[NH:20])[O:17][CH2:18][CH3:19])[CH2:6][C:5]=2[CH:4]=[CH:3][CH:2]=1.[CH3:21][O:22][C:23]1[CH:24]=[C:25]([CH:29]=[CH:30][C:31]=1[O:32][CH3:33])[C:26](Cl)=[O:27]>>[CH3:21][O:22][C:23]1[CH:24]=[C:25]([CH:29]=[CH:30][C:31]=1[O:32][CH3:33])[C:26]([N:20]=[C:16]([N:7]1[CH2:6][C:5]2[CH:4]=[CH:3][CH:2]=[CH:1][C:11]=2[C:10]2[CH:12]=[CH:13][CH:14]=[CH:15][C:9]=2[CH2:8]1)[O:17][CH2:18][CH3:19])=[O:27]. Procedure: starting from ethyl 5,7-dihydro-6H-dibenz[c,e]azepine-6-carboximidate and 3,4-dimethoxybenzoyl chloride, there is obtained ethyl N-(3,4-dimethoxybenzoyl)-5,7-dihydro-6H-dibenz[c,e]azepine-6-carboximidate as a solid, mass spectrum m/e: M+ 430 (12), 401 (5), 194 (100), 165 (42); The reactants are CO, Nc1ccccc1-c1nc2cc(CN3CCOCC3)cnc2s1, O, O=C(O)c1nc(-c2ccccc2)cs1. Product: O=C(Nc1ccccc1-c1nc2cc(CN3CCOCC3)cnc2s1)c1nc(-c2ccccc2)cs1. As a reaction SMILES: [CH3:39][OH:40].[O:1]1[CH2:2][CH2:3][N:4]([CH2:7][c:8]2[cH:9][c:10]3[c:11]([n:12][cH:13]2)[s:14][c:15](-[c:17]2[c:18]([NH2:19])[cH:20][cH:21][cH:22][cH:23]2)[n:16]3)[CH2:5][CH2:6]1.[OH2:38].[c:24]1(-[c:30]2[n:31][c:32]([C:35](=[O:36])[OH:37])[s:33][cH:34]2)[cH:25][cH:26][cH:27][cH:28][cH:29]1>>[O:1]1[CH2:2][CH2:3][N:4]([CH2:7][c:8]2[cH:9][c:10]3[c:11]([n:12][cH:13]2)[s:14][c:15](-[c:17]2[c:18]([NH:19][C:35]([c:32]4[n:31][c:30](-[c:24]5[cH:25][cH:26][cH:27][cH:28][cH:29]5)[cH:34][s:33]4)=[O:36])[cH:20][cH:21][cH:22][cH:23]2)[n:16]3)[CH2:5][CH2:6]1.